This data is from the Open Reaction Database (ORD), a public repository of structured organic reaction records. The task is: describe an organic reaction: reactants, conditions, products, and yield The reactants are NCC(C1=C(C(=CC=C1)Cl)Cl)NC(OC(C)(C)C)=O (tert-Butyl [2-amino-1-(2,3-dichlorophenyl)ethyl]carbamate), ClC(=O)OCC (ethyl chloroformate). Product: ClC1=C(C=CC=C1Cl)C(CNC(OCC)=O)NC(OC(C)(C)C)=O (tert-Butyl ethyl [1-(2,3-dichlorophenyl)ethane-1,2-diyl]biscarbamate). As a reaction SMILES: [NH2:1][CH2:2][CH:3]([NH:12][C:13](=[O:19])[O:14][C:15]([CH3:18])([CH3:17])[CH3:16])[C:4]1[CH:9]=[CH:8][CH:7]=[C:6]([Cl:10])[C:5]=1[Cl:11].Cl[C:21]([O:23][CH2:24][CH3:25])=[O:22]>>[Cl:11][C:5]1[C:6]([Cl:10])=[CH:7][CH:8]=[CH:9][C:4]=1[CH:3]([NH:12][C:13](=[O:19])[O:14][C:15]([CH3:16])([CH3:18])[CH3:17])[CH2:2][NH:1][C:21](=[O:22])[O:23][CH2:24][CH3:25]. Procedure details: From 192 mg (629 μmol) of the compound from Example 40A and 72 μl (755 μmol) of ethyl chloroformate, in the same way as for Example 123A, 184 mg (78% of theory) of the title compound were prepared. Starting materials: C(C)P(=O)(C1=C(C=CC(=C1)OC1=C(C=C(C=C1)C(F)(F)F)Cl)[N+](=O)[O-])Cl (P-ethyl-2-nitro-5-(2-chloro-4-trifluoromethylphenoxy)phenylphosphinic acid chloride), CC1(OC(CO)CO1)C (2,3-(dimethylmethylenedioxy)-1-propanol). Yields the product C(C)P(OCC1COC(O1)(C)C)(=O)C1=C(C=CC(=C1)OC1=C(C=C(C=C1)C(F)(F)F)Cl)[N+](=O)[O-] (2,3-(dimethylmethylenedioxy)propyl P-ethyl-2-nitro-5-(2-chloro-4-trifluoromethylphenoxy)phenylphosphinate). RXN SMILES: [CH2:1]([P:3](Cl)([C:5]1[CH:10]=[C:9]([O:11][C:12]2[CH:17]=[CH:16][C:15]([C:18]([F:21])([F:20])[F:19])=[CH:14][C:13]=2[Cl:22])[CH:8]=[CH:7][C:6]=1[N+:23]([O-:25])=[O:24])=[O:4])[CH3:2].[CH3:27][C:28]1([CH3:35])[O:34][CH2:33][CH:30]([CH2:31][OH:32])[O:29]1>>[CH2:1]([P:3]([C:5]1[CH:10]=[C:9]([O:11][C:12]2[CH:17]=[CH:16][C:15]([C:18]([F:20])([F:19])[F:21])=[CH:14][C:13]=2[Cl:22])[CH:8]=[CH:7][C:6]=1[N+:23]([O-:25])=[O:24])(=[O:4])[O:32][CH2:31][CH:30]1[O:29][C:28]([CH3:35])([CH3:27])[O:34][CH2:33]1)[CH3:2]. Procedure: Following the procedure of Example 45, P-ethyl-2-nitro-5-(2-chloro-4-trifluoromethylphenoxy)phenylphosphinic acid chloride and 2,3-(dimethylmethylenedioxy)-1-propanol are reacted together to yield 2,3-(dimethylmethylenedioxy)propyl P-ethyl-2-nitro-5-(2-chloro-4-trifluoromethylphenoxy)phenylphosphinate, m/s 523 (M+). ##STR34## Run in CO (MeOH), C(Cl)Cl (DCM). Yields the product C(C(=C)C)(=O)NC1=CC=C(C=C1)C1=NN(C=C1CN(CCN(C(OC(C)(C)C)=O)C)C)C1OCCCC1 (tert-butyl (2-(((3-(4-methacrylamidophenyl)-1-(tetrahydro-2H-pyran-2-yl)-1H-pyrazol-4-yl)methyl)(methyl)amino)ethyl)(methyl)carbamate). Yield: 46.3%. Reaction conditions: temperature 0 celsius, time 15 minute. Reaction SMILES: [NH2:1][C:2]1[CH:7]=[CH:6][C:5]([C:8]2[C:12]([CH2:13][N:14]([CH3:26])[CH2:15][CH2:16][N:17]([CH3:25])[C:18](=[O:24])[O:19][C:20]([CH3:23])([CH3:22])[CH3:21])=[CH:11][N:10]([CH:27]3[CH2:32][CH2:31][CH2:30][CH2:29][O:28]3)[N:9]=2)=[CH:4][CH:3]=1.[C:33](Cl)(=[O:37])[C:34]([CH3:36])=[CH2:35].O>C(Cl)Cl.CO>[C:33]([NH:1][C:2]1[CH:7]=[CH:6][C:5]([C:8]2[C:12]([CH2:13][N:14]([CH3:26])[CH2:15][CH2:16][N:17]([CH3:25])[C:18](=[O:24])[O:19][C:20]([CH3:23])([CH3:22])[CH3:21])=[CH:11][N:10]([CH:27]3[CH2:32][CH2:31][CH2:30][CH2:29][O:28]3)[N:9]=2)=[CH:4][CH:3]=1)(=[O:37])[C:34]([CH3:36])=[CH2:35]. Procedure details: A solution of tert-butyl (2-(((3-(4-aminophenyl)-1-(tetrahydro-2H-pyran-2-yl)-1H-pyrazol-4-yl)methyl)(methyl)amino)ethyl)(methyl)carbamate (0.150 g, 0.000338 mol) in DCM (3 mL) was cooled to 0° C. TEA (0.068 g, 0.000677 mol) and methacryloyl chloride (0.042 g, 0.000406 mol) were added and the reaction mixture stirred for 15 mins at 0° C. The reaction was poured into water (25 mL) and extracted with EtOAc (20 mL×2). The combined extracts was washed with brine (30 mL), dried over sodium sulphate a... Reactants: O (water), TEA, C(C(=C)C)(=O)Cl (methacryloyl chloride), NC1=CC=C(C=C1)C1=NN(C=C1CN(CCN(C(OC(C)(C)C)=O)C)C)C1OCCCC1 (tert-butyl (2-(((3-(4-aminophenyl)-1-(tetrahydro-2H-pyran-2-yl)-1H-pyrazol-4-yl)methyl)(methyl)amino)ethyl)(methyl)carbamate). Starting materials: CC(=O)[O-], CC(=O)[O-], COC(=O)c1ccc(B(O)O)cc1, O=C(c1ccc2[nH]c(C(=O)N3CCC(F)(F)CC3)cc2c1)N1CCN(C2CCCC2)CC1, ClCCl, [Cu+2], c1ccncc1. Yields the product COC(=O)c1ccc(-n2c(C(=O)N3CCC(F)(F)CC3)cc3cc(C(=O)N4CCN(C5CCCC5)CC4)ccc32)cc1. RXN SMILES: [C:55]([O-:56])(=[O:57])[CH3:58].[C:60]([O-:61])(=[O:62])[CH3:63].[CH3:33][O:34][C:35](=[O:36])[c:37]1[cH:38][cH:39][c:40]([B:43]([OH:44])[OH:45])[cH:41][cH:42]1.[CH:1]1([N:6]2[CH2:7][CH2:8][N:9]([C:12](=[O:13])[c:14]3[cH:15][c:16]4[cH:17][c:18]([C:23](=[O:24])[N:25]5[CH2:26][CH2:27][C:28]([F:31])([F:32])[CH2:29][CH2:30]5)[nH:19][c:20]4[cH:21][cH:22]3)[CH2:10][CH2:11]2)[CH2:2][CH2:3][CH2:4][CH2:5]1.[Cl:52][CH2:53][Cl:54].[Cu+2:59].[cH:46]1[cH:47][cH:48][n:49][cH:50][cH:51]1>>[CH:1]1([N:6]2[CH2:7][CH2:8][N:9]([C:12](=[O:13])[c:14]3[cH:15][c:16]4[cH:17][c:18]([C:23](=[O:24])[N:25]5[CH2:26][CH2:27][C:28]([F:31])([F:32])[CH2:29][CH2:30]5)[n:19](-[c:40]5[cH:39][cH:38][c:37]([C:35]([O:34][CH3:33])=[O:36])[cH:42][cH:41]5)[c:20]4[cH:21][cH:22]3)[CH2:10][CH2:11]2)[CH2:2][CH2:3][CH2:4][CH2:5]1. Reactants: N1=C(C=CC=C1)OCC1=CC=C(CC2=NOC(=C2)C=2C(=NC=CC2)N)C=C1 (3-(3-(4-(Pyridin-2-yloxymethyl)-benzyl)-isoxazol-5-yl)-pyridin-2-yl amine), Cl (hydrochloric acid). The solvent is CO (methanol). Reaction conditions: time 5 minute. Yields the product Cl.Cl.N1=C(C=CC=C1)OCC1=CC=C(CC2=NOC(=C2)C=2C(=NC=CC2)N)C=C1 (3-(3-(4-(Pyridin-2-yloxymethyl)-benzyl)-isoxazol-5-yl)-pyridin-2-ylamine dihydrochloride). RXN SMILES: [N:1]1[CH:6]=[CH:5][CH:4]=[CH:3][C:2]=1[O:7][CH2:8][C:9]1[CH:27]=[CH:26][C:12]([CH2:13][C:14]2[CH:18]=[C:17]([C:19]3[C:20]([NH2:25])=[N:21][CH:22]=[CH:23][CH:24]=3)[O:16][N:15]=2)=[CH:11][CH:10]=1.[ClH:28]>CO>[ClH:28].[ClH:28].[N:1]1[CH:6]=[CH:5][CH:4]=[CH:3][C:2]=1[O:7][CH2:8][C:9]1[CH:27]=[CH:26][C:12]([CH2:13][C:14]2[CH:18]=[C:17]([C:19]3[C:20]([NH2:25])=[N:21][CH:22]=[CH:23][CH:24]=3)[O:16][N:15]=2)=[CH:11][CH:10]=1 |f:3.4.5|. Procedure: 3-(3-(4-(Pyridin-2-yloxymethyl)-benzyl)-isoxazol-5-yl)-pyridin-2-yl amine (1 g) was dissolved in methanol (50 mL), and concentrated hydrochloric acid (1.18 mL) was added thereto at room temperature. This mixed solution was stirred at room temperature for 5 minutes, and then concentrated under a reduced pressure. To the residue were added ethanol and tert-butyl methyl ether, and subjected to ultrasound treatment. The precipitated solids were filtered, washed with tert-butyl methyl ether and dried... Reactants: O=C([O-])[O-], COC(=O)Cc1ccc(O)cc1Cl, CCOC(C)=O, CS(C)=O, [Cs+], [Cs+], O=C(c1cc2nccc(Cl)c2s1)N1CCC1, O. Yields the product COC(=O)Cc1ccc(Oc2ccnc3cc(C(=O)N4CCC4)sc23)cc1Cl. RXN SMILES: [C:30](=[O:31])([O-:32])[O-:33].[CH3:17][O:18][C:19]([CH2:20][c:21]1[c:22]([Cl:28])[cH:23][c:24]([OH:27])[cH:25][cH:26]1)=[O:29].[CH3:36][CH2:37][O:38][C:39]([CH3:40])=[O:41].[CH3:42][S:43]([CH3:44])=[O:45].[Cs+:34].[Cs+:35].[N:1]1([C:5](=[O:6])[c:7]2[cH:8][c:9]3[n:10][cH:11][cH:12][c:13]([Cl:16])[c:14]3[s:15]2)[CH2:2][CH2:3][CH2:4]1.[OH2:46]>>[N:1]1([C:5](=[O:6])[c:7]2[cH:8][c:9]3[n:10][cH:11][cH:12][c:13]([O:27][c:24]4[cH:23][c:22]([Cl:28])[c:21]([CH2:20][C:19]([O:18][CH3:17])=[O:29])[cH:26][cH:25]4)[c:14]3[s:15]2)[CH2:2][CH2:3][CH2:4]1. The reactants are FC1=C2C(=CNC2=CC=C1)C=1CCNCC1 (4-fluoro-3-(1,2,3,6-tetrahydropyridin-4-yl)-1H-indole), O1[C@@H](C1)COC1=C2C=CNC2=CC=C1 ((S)-(+)-4-(oxiranylmethoxy)-1H-indole). Yields the product FC1=C2C(=CNC2=CC=C1)C=1CCN(CC1)C[C@@H](COC1=C2C=CNC2=CC=C1)O ((2S)-(+)-3-[4-(4-fluoro-3-indolyl)-1,2,3,6-tetrahydropyridin-1-yl]-1-(4-indolyloxy)-2-propanol). RXN SMILES: [F:1][C:2]1[CH:10]=[CH:9][CH:8]=[C:7]2[C:3]=1[C:4]([C:11]1[CH2:12][CH2:13][NH:14][CH2:15][CH:16]=1)=[CH:5][NH:6]2.[O:17]1[CH2:19][C@H:18]1[CH2:20][O:21][C:22]1[CH:30]=[CH:29][CH:28]=[C:27]2[C:23]=1[CH:24]=[CH:25][NH:26]2>>[F:1][C:2]1[CH:10]=[CH:9][CH:8]=[C:7]2[C:3]=1[C:4]([C:11]1[CH2:12][CH2:13][N:14]([CH2:19][C@H:18]([OH:17])[CH2:20][O:21][C:22]3[CH:30]=[CH:29][CH:28]=[C:27]4[C:23]=3[CH:24]=[CH:25][NH:26]4)[CH2:15][CH:16]=1)=[CH:5][NH:6]2. Procedure details: The title compound was prepared in a fashion similar to that described in Example 193 from 4-fluoro-3-(1,2,3,6-tetrahydropyridin-4-yl)-1H-indole (0.50 g, 2.3 mmol) and (S)-(+)-4-(oxiranylmethoxy)-1H-indole (0.44 g, 2.3 mmol). The resulting free base was obtained as a yellow foam. Yield 0.14 g (15%). mp 90°-95° C. FDMS m/e=405 (M+ of free base). Starting materials: ClCCBr, CS(C)=O, COC(=O)Cc1cc(C(F)(F)F)cc(C(F)(F)F)c1, [H-], [Na+], O. The product is COC(=O)C1(c2cc(C(F)(F)F)cc(C(F)(F)F)c2)CC1. RXN SMILES: [Br:22][CH2:23][CH2:24][Cl:25].[CH3:27][S:28]([CH3:29])=[O:30].[F:1][C:2]([c:3]1[cH:4][c:5]([CH2:13][C:14](=[O:15])[O:16][CH3:17])[cH:6][c:7]([C:9]([F:10])([F:11])[F:12])[cH:8]1)([F:18])[F:19].[H-:20].[Na+:21].[OH2:26]>>[F:1][C:2]([c:3]1[cH:4][c:5]([C:13]2([C:14](=[O:15])[O:16][CH3:17])[CH2:23][CH2:24]2)[cH:6][c:7]([C:9]([F:10])([F:11])[F:12])[cH:8]1)([F:18])[F:19].